Dataset: the Open Reaction Database (ORD), a public repository of structured organic reaction records. Task: describe an organic reaction: reactants, conditions, products, and yield Starting materials: C(C)OC(C(C1CCCCCC1)N1C(=NC2=C1C=C(C(=C2)F)F)C2=CC=C(C=C2)Cl)=O ([2-(4-chloro-phenyl)-5,6-difluoro-benzoimidazol-1-yl]-cycloheptyl-acetic acid ethyl ester), [H-].[Al+3].[Li+].[H-].[H-].[H-] (lithium aluminum hydride), C(=O)([O-])C(O)C(O)C(=O)[O-].[K+].[Na+] (sodium-potassium-tartrate), C(C)(=O)OCC (ethyl acetate). The solvent is O1CCCC1 (tetrahydrofuran). Run at time 2 hour. Product: ClC1=CC=C(C=C1)C1=NC2=C(N1C(CO)C1CCCCCC1)C=C(C(=C2)F)F (2-[2-(4-Chloro-phenyl)-5,6-difluoro-benzoimidazol-1-yl]-2-cycloheptyl-ethanol). Reaction SMILES: C([O:3][C:4](=O)[CH:5]([N:13]1[C:17]2[CH:18]=[C:19]([F:23])[C:20]([F:22])=[CH:21][C:16]=2[N:15]=[C:14]1[C:24]1[CH:29]=[CH:28][C:27]([Cl:30])=[CH:26][CH:25]=1)[CH:6]1[CH2:12][CH2:11][CH2:10][CH2:9][CH2:8][CH2:7]1)C.[H-].[Al+3].[Li+].[H-].[H-].[H-].C(C(C(C([O-])=O)O)O)([O-])=O.[K+].[Na+].C(OCC)(=O)C>O1CCCC1>[Cl:30][C:27]1[CH:28]=[CH:29][C:24]([C:14]2[N:13]([CH:5]([CH:6]3[CH2:12][CH2:11][CH2:10][CH2:9][CH2:8][CH2:7]3)[CH2:4][OH:3])[C:17]3[CH:18]=[C:19]([F:23])[C:20]([F:22])=[CH:21][C:16]=3[N:15]=2)=[CH:25][CH:26]=1 |f:1.2.3.4.5.6,7.8.9|. Procedure: To a solution of 1.4 g (3.13 mmol) [2-(4-chloro-phenyl)-5,6-difluoro-benzoimidazol-1-yl]-cycloheptyl-acetic acid ethyl ester in 20 ml dry tetrahydrofuran was added 0.125 g (3.29 mmol) lithium aluminum hydride at 0° C. The reaction mixture was stirred for 2 hours at room temperature and then poured on 100 ml 10% aqueous sodium-potassium-tartrate solution and 100 ml ethyl acetate. The aqueous layers were extracted again with 100 ml ethyl acetate. The organic layers were washed with 100 ml brine, d... The reactants are Cl.C1(CCCCC1)NO (N-cyclohexylhydroxylamine hydrochloride), ClC1=CC2=C(C(C3=C(C(N2)=O)NN=C3C(=O)O)=O)C=C1 (7-Chloro-3-(carboxy)pyrazolo[3,4-c][1]benzazepine-4,10-(1H,9H)-dione), ClC1=CC2=C(C(C3=C(C(N2)=O)NN=C3C(=O)O)=O)C=C1 (7-Chloro-3-(carboxy)pyrazolo[3,4-c][1]benzazepine-4,10-(1H,9H)-dione), C(=O)(N1C=NC=C1)N1C=NC=C1 (1,1′-carbonyldiimidazole), O (water). Run in CN(C=O)C (N,N-dimethylformamide). Reaction conditions: time 2 hour. Yields the product ClC1=CC2=C(C(C3=C(C(N2)=O)NN=C3C(=O)ONC3CCCCC3)=O)C=C1 (7-Chloro-3-[[(cyclohexylamino)oxy]carbonyl]pyrazolo[3,4-c][1]-benzazepine-4,10(1H,9H)-dione). The yield is 71.4%. Reaction SMILES: [Cl:1][C:2]1[CH:20]=[CH:19][C:5]2[C:6](=[O:18])[C:7]3[C:14]([C:15]([OH:17])=[O:16])=[N:13][NH:12][C:8]=3[C:9](=[O:11])[NH:10][C:4]=2[CH:3]=1.C(N1C=CN=C1)(N1C=CN=C1)=O.Cl.[CH:34]1([NH:40]O)[CH2:39][CH2:38][CH2:37][CH2:36][CH2:35]1.O>CN(C)C=O>[Cl:1][C:2]1[CH:20]=[CH:19][C:5]2[C:6](=[O:18])[C:7]3[C:14]([C:15]([O:17][NH:40][CH:34]4[CH2:39][CH2:38][CH2:37][CH2:36][CH2:35]4)=[O:16])=[N:13][NH:12][C:8]=3[C:9](=[O:11])[NH:10][C:4]=2[CH:3]=1 |f:2.3|. Procedure: A solution of 7-chloro-3-(carboxy)pyrazolo[3,4-c][1]-benzazepine-4,10(1H,9H)-dione (300 mg, 1.03 mmol) (compound of Example 9) and 1,1′-carbonyldiimidazole (251 mg, 1.55 mmol) in N,N-dimethylformamide (12 mL) was stirred for 1 hour. In one portion N-cyclohexylhydroxylamine hydrochloride (469 mg, 3.09 mmol) was added and the solution was stirred for 2 hours at room temperature. To the resulting solution was added water (15 mL). The insoluble material was filtered and dried to give the title compo... Starting materials: [Br-], O=CC(Cc1ccc(C(F)(F)F)cc1)N(Cc1ccccc1)Cc1ccccc1, C[Mg+], [Cl-], [NH4+]. Product: CC(O)C(Cc1ccc(C(F)(F)F)cc1)N(Cc1ccccc1)Cc1ccccc1. As a reaction SMILES: [Br-:30].[CH2:1]([c:2]1[cH:3][cH:4][cH:5][cH:6][cH:7]1)[N:8]([CH:9]([CH:10]=[O:11])[CH2:12][c:13]1[cH:14][cH:15][c:16]([C:19]([F:20])([F:21])[F:22])[cH:17][cH:18]1)[CH2:23][c:24]1[cH:25][cH:26][cH:27][cH:28][cH:29]1.[CH3:31][Mg+:32].[Cl-:33].[NH4+:34]>>[CH2:1]([c:2]1[cH:3][cH:4][cH:5][cH:6][cH:7]1)[N:8]([CH:9]([CH:10]([OH:11])[CH3:31])[CH2:12][c:13]1[cH:14][cH:15][c:16]([C:19]([F:20])([F:21])[F:22])[cH:17][cH:18]1)[CH2:23][c:24]1[cH:25][cH:26][cH:27][cH:28][cH:29]1. The reactants are C(#N)CCCCC(=O)O (5CVA), [OH-].[NH4+] (ammonium hydroxide), Ru TiO2, C(#N)CCCCC(=O)O (5-cyanovaleric acid), stainless steel. Reagents/catalysts: Ru TiO2. Solvent: CN1C(CCC1)=O (1-methyl-2-pyrrolidinone). Run at temperature 110 celsius. The product is C(#N)CCCCC(=O)O (5CVA), NCCCCCC(=O)O (6-aminocaproic acid), C1(CCCCCN1)=O (caprolactam). Reaction SMILES: [C:1]([CH2:3][CH2:4][CH2:5][CH2:6][C:7]([OH:9])=[O:8])#[N:2].[OH-].[NH4+]>CN1CCCC1=O>[C:1]([CH2:3][CH2:4][CH2:5][CH2:6][C:7]([OH:9])=[O:8])#[N:2].[NH2:2][CH2:1][CH2:3][CH2:4][CH2:5][CH2:6][C:7]([OH:9])=[O:8].[C:7]1(=[O:9])[NH:2][CH2:1][CH2:3][CH2:4][CH2:5][CH2:6]1 |f:1.2|. Procedure details: A 100 cc stainless steel (Parr reactor) stirred batch autoclave was used for the hydrogenation of 5-cyanovaleric acid (5CVA) in the presence of 5% Ru/TiO2 catalyst. 10.0 g of 5CVA mixture (92.8% 5CVA, 3.1 % 3CVA, and 3.4% 4-cyanovaleric acid (4CVA)), 1.0 g of 1-methyl-2-pyrrolidinone (NMP, internal standard), 40.0 g of ammonium hydroxide solution, and 1.0 g of 5% Ru/TiO2 were added in the reactor cup. The reactor was then assembled by securing the cup to the head, pressure tested with 100 psig (... Starting materials: NC=1C(=CSC1)C(=O)OC (methyl 4-amino-3-thenoate), O.O.O.C(C)(=O)[O-].[Na+] (sodium acetate trihydrate), C(=O)O (formic acid). The solvent is O (water). Product: C(=O)NC=1C(=CSC1)C(=O)OC (Methyl 4-formamido-3-thenoate). RXN SMILES: [NH2:1][C:2]1[C:3]([C:7]([O:9][CH3:10])=[O:8])=[CH:4][S:5][CH:6]=1.O.O.O.[C:14]([O-])(=[O:16])C.[Na+].C(O)=O>O>[CH:14]([NH:1][C:2]1[C:3]([C:7]([O:9][CH3:10])=[O:8])=[CH:4][S:5][CH:6]=1)=[O:16] |f:1.2.3.4.5|. Reported procedure: A stirred solution of methyl 4-amino-3-thenoate (4 g), sodium acetate trihydrate (2.8 g) and formic acid (27 ml) was heated at 95° C. for 1 hour. On cooling the solution was poured into water, and the solution filtered to give the title product as a solid. Reactants: CCN=C=NCCCN(C)C, CN(C)C=O, Cl, [Na+], O=C([O-])O, NOC1CCCCO1, O, On1nnc2ccccc21, O=C(O)C=Cc1ccc(NC2CCN(c3ccccc3)C2)nc1. Product: O=C(C=Cc1ccc(NC2CCN(c3ccccc3)C2)nc1)NOC1CCCCO1. RXN SMILES: [CH3:43][N:44]([CH3:45])[CH2:46][CH2:47][CH2:48][N:49]=[C:50]=[N:51][CH2:52][CH3:53].[CH3:59][N:60]([CH3:61])[CH:62]=[O:63].[ClH:1].[Na+:58].[O-:54][C:55]([OH:56])=[O:57].[O:25]1[CH:26]([O:31][NH2:32])[CH2:27][CH2:28][CH2:29][CH2:30]1.[OH2:64].[OH:33][n:34]1[c:35]2[cH:36][cH:37][cH:38][cH:39][c:40]2[n:41][n:42]1.[c:2]1([N:8]2[CH2:9][CH:10]([NH:13][c:14]3[cH:15][cH:16][c:17]([CH:20]=[CH:21][C:22](=[O:23])[OH:24])[cH:18][n:19]3)[CH2:11][CH2:12]2)[cH:3][cH:4][cH:5][cH:6][cH:7]1>>[c:2]1([N:8]2[CH2:9][CH:10]([NH:13][c:14]3[cH:15][cH:16][c:17]([CH:20]=[CH:21][C:22](=[O:24])[NH:32][O:31][CH:26]4[O:25][CH2:30][CH2:29][CH2:28][CH2:27]4)[cH:18][n:19]3)[CH2:11][CH2:12]2)[cH:3][cH:4][cH:5][cH:6][cH:7]1. Starting materials: NC1=CC=C(C(=O)N2CC(CC2)N(C)C)C=C1 (1-(4-aminobenzoyl)-3-dimethylamino-pyrrolidine), ClC1=NC(=NC2=CC=CC=C12)C1=CC=CC=C1 (4-chloro-2-phenylquinazoline), Cl.N1=CC=CC=C1 (pyridine hydrochloride). Conditions: temperature 135 celsius. Procedure: A mixture of 1-(4-aminobenzoyl)-3-dimethylamino-pyrrolidine (46 mg, 0.2 mmol), 4-chloro-2-phenylquinazoline (48 mg, 0.2 mmol) and pyridine hydrochloride (23 mg, 0.2 mmol) in ethoxyethanol is heated to 135° C. overnight, cooled to room temperature and concentrated in vacuo. The resultant residue is dissolved in a mixture of DMSO, methanol and water and purified by reverse-phase semi-preparative HPLC1 to give the title product as a white powder (15 mg), identified by HPLC and mass spectral analyse... Reaction SMILES: [NH2:1][C:2]1[CH:17]=[CH:16][C:5]([C:6]([N:8]2[CH2:12][CH2:11][CH:10]([N:13]([CH3:15])[CH3:14])[CH2:9]2)=[O:7])=[CH:4][CH:3]=1.Cl[C:19]1[C:28]2[C:23](=[CH:24][CH:25]=[CH:26][CH:27]=2)[N:22]=[C:21]([C:29]2[CH:34]=[CH:33][CH:32]=[CH:31][CH:30]=2)[N:20]=1.Cl.N1C=CC=CC=1>C(OC(O)C)C>[CH3:15][N:13]([CH3:14])[CH:10]1[CH2:11][CH2:12][N:8]([C:6]([C:5]2[CH:16]=[CH:17][C:2]([NH:1][C:19]3[C:28]4[C:23](=[CH:24][CH:25]=[CH:26][CH:27]=4)[N:22]=[C:21]([C:29]4[CH:34]=[CH:33][CH:32]=[CH:31][CH:30]=4)[N:20]=3)=[CH:3][CH:4]=2)=[O:7])[CH2:9]1 |f:2.3|. Solvent: C(C)OC(C)O (ethoxyethanol). The product is CN(C1CN(CC1)C(=O)C1=CC=C(C=C1)NC1=NC(=NC2=CC=CC=C12)C1=CC=CC=C1)C (N-(4-{[3-(Dimethylamino)pyrrolidin-1-yl]carbonyl}phenyl)-2-phenylquinazolin-4-amine). Yield: 17.1%. Starting materials: C(C)(=O)OC(C)=O (acetic anhydride), C(C(=O)C)(=O)OCCCC (butyl pyruvate), C(C)(=O)OC(C)=O (acetic anhydride). Reagents/catalysts: O.C1(=CC=C(C=C1)S(=O)(=O)O)C (p-toluenesulfonic acid monohydrate). Solvent: C(C)(=O)O (acetic acid). Reaction conditions: temperature 120 celsius, time 25 hour. The product is C(C)(=O)OC(C(=O)OCCCC)=C (butyl α-acetoxyacrylate). Yield: 67.1%. As a reaction SMILES: [C:1]([O:6][CH2:7][CH2:8][CH2:9][CH3:10])(=[O:5])[C:2]([CH3:4])=[O:3].[C:11](OC(=O)C)(=[O:13])[CH3:12]>O.C1(C)C=CC(S(O)(=O)=O)=CC=1.C(O)(=O)C>[C:11]([O:3][C:2](=[CH2:4])[C:1]([O:6][CH2:7][CH2:8][CH2:9][CH3:10])=[O:5])(=[O:13])[CH3:12] |f:2.3|. Procedure details: Next, in a mixture of the obtained butyl pyruvate (235 g, 1.6 mol) and acetic anhydride (333 g, 3.3 mol), p-toluenesulfonic acid monohydrate (5 g) was added. Then, the mixture was stirred under a nitrogen gas stream at 120° C. for 25 hours to obtain a second reaction solution. Next, acetic acid generated by a reaction with excess acetic anhydride under reduced pressure (5 mmHg) was removed from the second reaction solution. Thereafter, the residue was purified by reduced pressure distillation (2... The reactants are COc1cc(C)c(C(=O)CCCCCCCCCCOC(C)=O)c(O)c1OC, CO, Cl, [Na+], [OH-]. Yields the product COc1cc(C)c(C(=O)CCCCCCCCCCO)c(O)c1OC. Reaction SMILES: [C:1](=[O:2])([CH3:3])[O:4][CH2:5][CH2:6][CH2:7][CH2:8][CH2:9][CH2:10][CH2:11][CH2:12][CH2:13][CH2:14][C:15](=[O:16])[c:17]1[c:18]([CH3:28])[cH:19][c:20]([O:26][CH3:27])[c:21]([O:24][CH3:25])[c:22]1[OH:23].[CH3:32][OH:33].[ClH:31].[Na+:30].[OH-:29]>>[OH:4][CH2:5][CH2:6][CH2:7][CH2:8][CH2:9][CH2:10][CH2:11][CH2:12][CH2:13][CH2:14][C:15](=[O:16])[c:17]1[c:18]([CH3:28])[cH:19][c:20]([O:26][CH3:27])[c:21]([O:24][CH3:25])[c:22]1[OH:23]. The reactants are [Br-], C1CCOC1, C[Mg+], COc1cn(-c2ccccc2F)nc(C(=O)N(C)OC)c1=O. The product is COc1cn(-c2ccccc2F)nc(C(C)=O)c1=O. Reaction SMILES: [Br-:1].[CH2:26]1[O:27][CH2:28][CH2:29][CH2:30]1.[CH3:2][Mg+:3].[F:4][c:5]1[c:6](-[n:11]2[n:12][c:13]([C:20](=[O:21])[N:22]([O:23][CH3:24])[CH3:25])[c:14](=[O:19])[c:15]([O:17][CH3:18])[cH:16]2)[cH:7][cH:8][cH:9][cH:10]1>>[CH3:2][C:20]([c:13]1[n:12][n:11](-[c:6]2[c:5]([F:4])[cH:10][cH:9][cH:8][cH:7]2)[cH:16][c:15]([O:17][CH3:18])[c:14]1=[O:19])=[O:21].